describe an organic reaction: reactants, conditions, products, and yield From a dataset of the Open Reaction Database (ORD), a public repository of structured organic reaction records. Starting materials: CN1CCCC1=O (NMP), COC1=CC=C(C=N1)NC(OC(C)(C)C)=O (tert-butyl (6-methoxypyridin-3-yl)carbamate), CC(C)([O-])C.[K+] (potassium tert-butoxide), C[C@]1(C[C@]2(CO2)CCC1)CN1C=NC2=C1C=C(C=C2)C#N (1-{[(3S,5S)-5-methyl-1-oxaspiro[2.5]oct-5-yl]methyl}-1H-benzimidazole-6-carbonitrile). The solvent is CC#N (MeCN). Reaction conditions: time 1 minute. Product: COC1=CC=C(C=N1)N1C(O[C@]2(C1)C[C@@](CCC2)(C)CN2C=NC1=C2C=C(C=C1)C#N)=O (1-(((5S,7S)-3-(6-methoxypyridin-3-yl)-7-methyl-2-oxo-1-oxa-3-azaspiro[4.5]decan-7-yl)methyl)-1H-benzo[d]imidazole-6-carbonitrile). Yield: 33.6%. RXN SMILES: CN1C(=O)CCC1.[CH3:8][O:9][C:10]1[N:15]=[CH:14][C:13]([NH:16][C:17](=[O:23])[O:18][C:19]([CH3:22])([CH3:21])[CH3:20])=[CH:12][CH:11]=1.CC(C)([O-])C.[K+].[CH3:30][C@:31]1([CH2:39][N:40]2[C:44]3[CH:45]=[C:46]([C:49]#[N:50])[CH:47]=[CH:48][C:43]=3[N:42]=[CH:41]2)CCC[C@:33]2(OC2)[CH2:32]1>CC#N>[CH3:8][O:9][C:10]1[N:15]=[CH:14][C:13]([N:16]2[CH2:21][C@@:19]3([CH2:20][CH2:33][CH2:32][C@@:31]([CH2:39][N:40]4[C:44]5[CH:45]=[C:46]([C:49]#[N:50])[CH:47]=[CH:48][C:43]=5[N:42]=[CH:41]4)([CH3:30])[CH2:22]3)[O:18][C:17]2=[O:23])=[CH:12][CH:11]=1 |f:2.3|. Reported procedure: To a 4 mL vial was added NMP (1997 μL), tert-butyl (6-methoxypyridin-3-yl)carbamate (448 mg, 1.997 mmol) and potassium tert-butoxide (213 mg, 1.898 mmol) at RT. After stirring for ˜1 min at RT, 1-{[(3S,5S)-5-methyl-1-oxaspiro[2.5]oct-5-yl]methyl}-1H-benzimidazole-6-carbonitrile (281 mg, 0.999 mmol) was added. The solution was then heated to 55° C. and stirred for 17 h. The resulting solution was cooled to RT, diluted with 2 mL of MeCN, then purified on HPLC: 20-60% MeCN/Water over 14 min, Sunfir... RXN SMILES: [CH3:12][O:13][C:14](=[O:15])[C:16]12[CH2:17][CH2:18][CH2:19][CH2:20][CH:21]1[CH2:22][N:23]([CH2:25][c:26]1[cH:27][cH:28][cH:29][cH:30][cH:31]1)[CH2:24]2.[Cl:1][C:2](=[O:3])[O:4][CH2:5][c:6]1[cH:7][cH:8][cH:9][cH:10][cH:11]1.[Cl:32][CH2:33][Cl:34]>>[C:2](=[O:3])([O:4][CH2:5][c:6]1[cH:7][cH:8][cH:9][cH:10][cH:11]1)[N:23]1[CH2:22][CH:21]2[C:16]([C:14]([O:13][CH3:12])=[O:15])([CH2:17][CH2:18][CH2:19][CH2:20]2)[CH2:24]1. Reactants: COC(=O)C12CCCCC1CN(Cc1ccccc1)C2, O=C(Cl)OCc1ccccc1, ClCCl. The product is COC(=O)C12CCCCC1CN(C(=O)OCc1ccccc1)C2. Starting materials: C(C)(=O)C=1C=C(C(=NC1)OCCC)C=1NC(C=2C(N1)=C(N(N2)C2CCNCC2)CC)=O (5-(5-Acetyl-2-propoxy-3-pyridinyl)-3-ethyl-2-(4-piperidinyl)-2,6-dihydro-7H-pyrazolo[4,3-d]pyrimidin-7-one), C(C)=O (acetaldehyde). Yields the product C(C)(=O)C=1C=C(C(=NC1)OCCC)C=1NC(C=2C(N1)=C(N(N2)C2CCN(CC2)CC)CC)=O (5-(5-Acetyl-2-propoxy-3-pyridinyl)-3-ethyl-2-(1-ethyl-4-piperidinyl)-2,6-dihydro-7H-pyrazolo[4,3-d]pyrimidin-7-one). As a reaction SMILES: [C:1]([C:4]1[CH:5]=[C:6]([C:14]2[NH:15][C:16](=[O:31])[C:17]3[C:18](=[C:20]([CH2:29][CH3:30])[N:21]([CH:23]4[CH2:28][CH2:27][NH:26][CH2:25][CH2:24]4)[N:22]=3)[N:19]=2)[C:7]([O:10][CH2:11][CH2:12][CH3:13])=[N:8][CH:9]=1)(=[O:3])[CH3:2].[CH:32](=O)[CH3:33]>>[C:1]([C:4]1[CH:5]=[C:6]([C:14]2[NH:15][C:16](=[O:31])[C:17]3[C:18](=[C:20]([CH2:29][CH3:30])[N:21]([CH:23]4[CH2:24][CH2:25][N:26]([CH2:32][CH3:33])[CH2:27][CH2:28]4)[N:22]=3)[N:19]=2)[C:7]([O:10][CH2:11][CH2:12][CH3:13])=[N:8][CH:9]=1)(=[O:3])[CH3:2]. Procedure: The title compound was prepared by the method of example 51 using the title compound of example 118 and acetaldehyde. Reported procedure: A mixture of Example 222A (131.6 mg), dimethoxyethane (0.575 mL) and para-toluenesulfonic acid monohydrate (catalytic) in benzene (15 mL) was stirred and heated to reflux with a Dean-Stark trap overnight. An additional 0.5 mL dimethoxymethane was added and heating continued 24 hours. The reaction mixture was evaporated to dryness and flash chromatographed over silica gel eluting with 10% methanol/CH2Cl2 to afford the title compound 1H NMR (CDCl3, 300 MHz) δ ppm 0.88 (s, 3H), 0.94 (s, 3H), 1.15 (... Yields the product C(C)C12COCO[C@](CC1)(C2(CC)CC)C(=O)O ((1R)-6,9,9-triethyl-2,4-dioxabicyclo[4.2.1]nonane-1-carboxylic acid). Reaction conditions: time 24 hour. Starting materials: COCOC (dimethoxymethane), O[C@]1(C(C(CC1)(C)CO)(C)C)C(=O)O ((1R)-1-hydroxy-3-(hydroxymethyl)-2,2,3-trimethylcyclopentanecarboxylic acid), C(OC)COC (dimethoxyethane), O.C1(=CC=C(C=C1)S(=O)(=O)O)C (para-toluenesulfonic acid monohydrate), C1=CC=CC=C1 (benzene). RXN SMILES: O[C@]1([C:12]([OH:14])=[O:13])CCC(CO)(C)C1(C)C.[CH2:15]([CH2:18]OC)OC.O.[C:22]1([CH3:32])[CH:27]=[CH:26][C:25](S(O)(=O)=O)=[CH:24][CH:23]=1.[CH3:33][O:34][CH2:35][O:36][CH3:37].[CH:38]1C=CC=CC=1>>[CH2:15]([C:27]12[C:22]([CH2:23][CH3:24])([CH2:32][CH3:38])[C@@:37]([C:12]([OH:14])=[O:13])([CH2:25][CH2:26]1)[O:36][CH2:35][O:34][CH2:33]2)[CH3:18] |f:2.3|. Starting materials: NC1=C(C=C(C=2N1C=C(N2)CC)C(=O)O)Cl (5-Amino-6-chloro-2-ethylimidazo[1,2-a]pyridine-8-carboxylic Acid), NC1=C(C=C(C=2N1C=CN2)C(=O)NC2CCN(CC2)CCCOC)Cl (5-Amino-6-chloro-N-[1-(3-methoxypropyl)-4-piperidinyl]imidazo[1,2-a]pyridine-8-carboxamide). Reported procedure: The title compound was prepared according to the procedure described in the step 3 in EXAMPLE 5 using 5-amino-6-chloro-2-ethylimidazo[1,2-a]pyridine-8-carboxylic acid (EXAMPLE 10, Step 2) and 1-[3-(methyloxy)propyl]-4-piperidinamine (EXAMPLE 3). Product: NC1=C(C=C(C=2N1C=C(N2)CC)C(=O)NC2CCN(CC2)CCCOC)Cl (5-Amino-6-chloro-2-ethyl-N-{1-[3-(methoxy)propyl]4-piperidinyl}imidazo[1,2-a]pyridine-8-carboxamide). Reaction SMILES: [NH2:1][C:2]1[N:7]2[CH:8]=[C:9]([CH2:11][CH3:12])[N:10]=[C:6]2[C:5]([C:13]([OH:15])=O)=[CH:4][C:3]=1[Cl:16].NC1N2C=CN=C2C(C([NH:29][CH:30]2[CH2:35][CH2:34][N:33]([CH2:36][CH2:37][CH2:38][O:39][CH3:40])[CH2:32][CH2:31]2)=O)=CC=1Cl>>[NH2:1][C:2]1[N:7]2[CH:8]=[C:9]([CH2:11][CH3:12])[N:10]=[C:6]2[C:5]([C:13]([NH:29][CH:30]2[CH2:35][CH2:34][N:33]([CH2:36][CH2:37][CH2:38][O:39][CH3:40])[CH2:32][CH2:31]2)=[O:15])=[CH:4][C:3]=1[Cl:16].